Dataset: the Open Reaction Database (ORD), a public repository of structured organic reaction records. Task: describe an organic reaction: reactants, conditions, products, and yield Reaction SMILES: [Br:11][c:12]1[cH:13][cH:14][c:15]2[c:22]([cH:23]1)[C:21]1([C:17]3([CH2:16]2)[CH2:18][CH2:19][CH2:20]3)[N:24]=[C:25]([CH3:29])[C:26]([NH2:28])=[N:27]1.[CH3:30][CH:31]1[CH2:32][CH2:33][CH2:34][O:35]1.[Cl:1][c:2]1[cH:3][c:4]([B:8]([OH:9])[OH:10])[cH:5][n:6][cH:7]1.[Cl:42][CH2:43][Cl:44].[K+:36].[K+:37].[O-:38][C:39]([O-:40])=[O:41]>>[Cl:1][c:2]1[cH:3][c:4](-[c:12]2[cH:13][cH:14][c:15]3[c:22]([cH:23]2)[C:21]2([C:17]4([CH2:16]3)[CH2:18][CH2:19][CH2:20]4)[N:24]=[C:25]([CH3:29])[C:26]([NH2:28])=[N:27]2)[cH:5][n:6][cH:7]1. Product: CC1=NC2(N=C1N)c1cc(-c3cncc(Cl)c3)ccc1CC21CCC1. Starting materials: CC1=NC2(N=C1N)c1cc(Br)ccc1CC21CCC1, CC1CCCO1, OB(O)c1cncc(Cl)c1, ClCCl, [K+], [K+], O=C([O-])[O-]. Reported procedure: Compound 425 (100 mg, 0.56 mmol) and MnO2 (490 mg, 5.6 mmol) in EtOAc (5 mL) were heated to reflux for 24 h. The mixture was filtered over Celite, and the filtrate was concentrated in vacuo and purified by chromatography (0% to 10% EtOAc/hexanes) to yield a pale-yellow powder (75 mg, 76%): mp 143-144° C. (lit.58 140-141° C.). TLC Rf 0.28 (20% EtOAc/hexanes). 1H NMR (600 MHz, CDCl3) δ 9.81 (s, 1H), 9.05 (s, 1H), 7.36-7.34 (d, 1H, J=12 Hz), 7.20-7.19 (m, 1H), 7.12-7.11 (d, 1H, J=6 Hz), 7.09-7.07 (... Reaction SMILES: [OH:1][CH2:2][C:3]1[NH:4][C:5]2[C:10]([CH:11]=1)=[CH:9][C:8]([O:12][CH3:13])=[CH:7][CH:6]=2>CCOC(C)=O.O=[Mn]=O>[CH3:13][O:12][C:8]1[CH:9]=[C:10]2[C:5](=[CH:6][CH:7]=1)[NH:4][C:3]([CH:2]=[O:1])=[CH:11]2. The solvent is CCOC(=O)C (EtOAc). Reactants: OCC=1NC2=CC=C(C=C2C1)OC (2-hydroxymethyl-5-methoxyindole). The reagents and catalysts are O=[Mn]=O (MnO2). Product: COC=1C=C2C=C(NC2=CC1)C=O (5-methoxyindole-2-carboxaldehyde). The yield is 76.5%. The reactants are Cc1cc(-n2nnc(-c3ccccc3)n2)sc1C(=O)O, CCN=C=NCCCN(C)C, CN(C)C=O, CCN(C(C)C)C(C)C, ClCCl, NCc1ccccc1, On1nnc2ccccc21. Yields the product Cc1cc(-n2nnc(-c3ccccc3)n2)sc1C(=O)NCc1ccccc1. RXN SMILES: [CH3:1][c:2]1[c:3]([C:18](=[O:19])[OH:20])[s:4][c:5](-[n:7]2[n:8][c:9](-[c:12]3[cH:13][cH:14][cH:15][cH:16][cH:17]3)[n:10][n:11]2)[cH:6]1.[CH3:31][N:32]([CH3:33])[CH2:34][CH2:35][CH2:36][N:37]=[C:38]=[N:39][CH2:40][CH3:41].[CH3:59][N:60]([CH3:61])[CH:62]=[O:63].[CH:42]([N:43]([CH2:44][CH3:45])[CH:46]([CH3:47])[CH3:48])([CH3:49])[CH3:50].[Cl:64][CH2:65][Cl:66].[NH2:51][CH2:52][c:53]1[cH:54][cH:55][cH:56][cH:57][cH:58]1.[OH:21][n:22]1[c:23]2[cH:24][cH:25][cH:26][cH:27][c:28]2[n:29][n:30]1>>[CH3:1][c:2]1[c:3]([C:18](=[O:20])[NH:51][CH2:52][c:53]2[cH:54][cH:55][cH:56][cH:57][cH:58]2)[s:4][c:5](-[n:7]2[n:8][c:9](-[c:12]3[cH:13][cH:14][cH:15][cH:16][cH:17]3)[n:10][n:11]2)[cH:6]1. Reactants: ice water, Cl (HCl), C(CCCCCCCCC)C=1C=NC(=NC1)C1=CC=C(C=C1)O (p-(5-decyl-2-pyrimidyl)-phenol), N1=CC=CC=C1 (pyridine), FC(C(=O)Cl)C (2-fluoropropanoic acid chloride). The solvent is C1=CC=CC=C1 (benzene), C1=CC=CC=C1 (benzene). Reaction conditions: time 15 minute. Product: C(CCCCCCCCC)C=1C=NC(=NC1)C1=CC=C(C=C1)OC(C(C)F)=O (2-fluoropropanoic acid-p-(5-decyl-2-pyrimidyl)phenyl-ester). The yield is 5.0%. As a reaction SMILES: [CH2:1]([C:11]1[CH:12]=[N:13][C:14]([C:17]2[CH:22]=[CH:21][C:20]([OH:23])=[CH:19][CH:18]=2)=[N:15][CH:16]=1)[CH2:2][CH2:3][CH2:4][CH2:5][CH2:6][CH2:7][CH2:8][CH2:9][CH3:10].N1C=CC=CC=1.[F:30][CH:31]([CH3:35])[C:32](Cl)=[O:33].Cl>C1C=CC=CC=1>[CH2:1]([C:11]1[CH:12]=[N:13][C:14]([C:17]2[CH:18]=[CH:19][C:20]([O:23][C:32](=[O:33])[CH:31]([F:30])[CH3:35])=[CH:21][CH:22]=2)=[N:15][CH:16]=1)[CH2:2][CH2:3][CH2:4][CH2:5][CH2:6][CH2:7][CH2:8][CH2:9][CH3:10]. Reported procedure: 5.4 g (173 mmol) of p-(5-decyl-2-pyrimidyl)-phenol and 1.4 g (177 mmol) of pyridine were dissolved in 30 ml of benzene, and a benzene solution of the above 2-fluoropropanoic acid chloride was added dropswise thereto at 5° C. in 15 minutes. Then, the mixture was stirred overnight at room temperature, and after the completion of the reaction, the reaction solution was poured into ice water. Then, the system was acidified with the addition of 6N-HCl and subjected to extraction with benzene. The ext...